From a dataset of the Open Reaction Database (ORD), a public repository of structured organic reaction records. describe an organic reaction: reactants, conditions, products, and yield Starting materials: COC=1C=C2C(=CC=NC2=CC1OC)OC1=C(C=C(C=C1)O)C(C)=O (1-[2-(6,7-Dimethoxy-quinolin-4-yloxy)-5-hydroxy-phenyl]-ethanone), COC=1C=C2C(=CC=NC2=CC1OC)OC1=C(C=C(C=C1)O)C(C)=O (1-[2-(6,7-Dimethoxy-quinolin-4-yloxy)-5-hydroxy-phenyl]-ethanone), C(C)I (Ethyl iodide), C([O-])([O-])=O.[K+].[K+] (potassium carbonate). Run in CN(C=O)C (N,N-dimethylformamide). Conditions: time 8 hour. Yields the product COC=1C=C2C(=CC=NC2=CC1OC)OC1=C(C=C(C=C1)OCC)C(C)=O (1-[2-(6,7-Dimethoxy-quinolin-4-yloxy)-5-ethoxy-phenyl]-ethanone). Isolated yield 61.6%. RXN SMILES: [CH3:1][O:2][C:3]1[CH:4]=[C:5]2[C:10](=[CH:11][C:12]=1[O:13][CH3:14])[N:9]=[CH:8][CH:7]=[C:6]2[O:15][C:16]1[CH:21]=[CH:20][C:19]([OH:22])=[CH:18][C:17]=1[C:23](=[O:25])[CH3:24].[CH2:26](I)[CH3:27].C(=O)([O-])[O-].[K+].[K+]>CN(C)C=O>[CH3:1][O:2][C:3]1[CH:4]=[C:5]2[C:10](=[CH:11][C:12]=1[O:13][CH3:14])[N:9]=[CH:8][CH:7]=[C:6]2[O:15][C:16]1[CH:21]=[CH:20][C:19]([O:22][CH2:26][CH3:27])=[CH:18][C:17]=1[C:23](=[O:25])[CH3:24] |f:2.3.4|. Reported procedure: 1-[2-(6,7-Dimethoxy-quinolin-4-yloxy)-5-hydroxy-phenyl]-ethanone (compound 176) (75 mg) was dissolved in N,N-dimethylformamide (2 ml) to prepare a solution. Ethyl iodide (103 mg) and potassium carbonate (153 mg) were added to the solution, and the mixture was stirred at room temperature overnight. The solvent was removed by distillation under the reduced pressure, water was then added to the residue, and the mixture was extracted with ethyl acetate. The ethyl acetate layer was then washed with w... Reactants: CC1=NC(=CC=C1CO)C1=CC(=CC=C1)C(F)(F)F ([2-methyl-6-(3-trifluoromethyl-phenyl)-pyridin-3-yl]-methanol), CC(=O)C1=CC(=CC=C1)C(F)(F)F (3-(trifluoromethyl) acetophenone). Reagents/catalysts: O=[Mn]=O (MnO2). Solvent: C(Cl)Cl (CH2Cl2). Conditions: time 2 hour. Yields the product CC1=NC(=CC=C1C=O)C1=CC(=CC=C1)C(F)(F)F (2-Methyl-6-(3-trifluoromethyl-phenyl)-pyridine-3-carbaldehyde). As a reaction SMILES: [CH3:1][C:2]1[C:7]([CH2:8][OH:9])=[CH:6][CH:5]=[C:4]([C:10]2[CH:15]=[CH:14][CH:13]=[C:12]([C:16]([F:19])([F:18])[F:17])[CH:11]=2)[N:3]=1.CC(C1C=CC=C(C(F)(F)F)C=1)=O>C(Cl)Cl.O=[Mn]=O>[CH3:1][C:2]1[C:7]([CH:8]=[O:9])=[CH:6][CH:5]=[C:4]([C:10]2[CH:15]=[CH:14][CH:13]=[C:12]([C:16]([F:18])([F:17])[F:19])[CH:11]=2)[N:3]=1. Procedure: 3.00 g (11.2 mmol) of [2-methyl-6-(3-trifluoromethyl-phenyl)-pyridin-3-yl]-methanol (synthesized as described in example 1K]-M], but starting with 3-(trifluoromethyl) acetophenone instead of 4-(trifluoromethyl) acetophenone), was dissolved in 56 ml of CH2Cl2 and treated with 14.6 g (15 eq.) of MnO2. After vigorous stirring for 2 h at ambient temperature, the reaction mixture was filtered over Celite and carefully rinsed with CH2Cl2. Evaporation of the solvent left 2.659 g of the title compound a... Yields the product CC1(C)CC(c2nccc[n+]2[O-])c2cc(C#N)ccc2O1. Reactants: CC1(C)CC(c2ncccn2)c2cc(C#N)ccc2O1, CCOCC, O=C(OO)c1cccc(Cl)c1, ClCCl. RXN SMILES: [CH3:1][C:2]1([CH3:20])[O:3][c:4]2[c:5]([cH:14][c:15]([C:18]#[N:19])[cH:16][cH:17]2)[CH:6]([c:8]2[n:9][cH:10][cH:11][cH:12][n:13]2)[CH2:7]1.[CH3:35][CH2:36][O:37][CH2:38][CH3:39].[Cl:21][c:22]1[cH:23][cH:24][cH:25][c:26]([C:27]([O:28][OH:30])=[O:29])[cH:31]1.[Cl:32][CH2:33][Cl:34]>>[CH3:1][C:2]1([CH3:20])[O:3][c:4]2[c:5]([cH:14][c:15]([C:18]#[N:19])[cH:16][cH:17]2)[CH:6]([c:8]2[n:9][cH:10][cH:11][cH:12][n+:13]2[O-:29])[CH2:7]1. Reactants: CN(C)C=O, O=CCOCCCCOc1c(Cl)cc(OCC=C(Cl)Cl)cc1Cl, CCOC(=O)C(Cl)(Cl)Cl, Cl, [Zn]. Product: CCOC(=O)C(Cl)=CCOCCCCOc1c(Cl)cc(OCC=C(Cl)Cl)cc1Cl. RXN SMILES: [CH3:35][N:36]([CH3:37])[CH:38]=[O:39].[Cl:1][c:2]1[c:3]([O:4][CH2:5][CH2:6][CH2:7][CH2:8][O:9][CH2:10][CH:11]=[O:12])[c:13]([Cl:23])[cH:14][c:15]([O:17][CH2:18][CH:19]=[C:20]([Cl:21])[Cl:22])[cH:16]1.[Cl:24][C:25]([C:26](=[O:27])[O:28][CH2:29][CH3:30])([Cl:31])[Cl:32].[ClH:33].[Zn:34]>>[Cl:1][c:2]1[c:3]([O:4][CH2:5][CH2:6][CH2:7][CH2:8][O:9][CH2:10][CH:11]=[C:25]([Cl:24])[C:26](=[O:27])[O:28][CH2:29][CH3:30])[c:13]([Cl:23])[cH:14][c:15]([O:17][CH2:18][CH:19]=[C:20]([Cl:21])[Cl:22])[cH:16]1. Starting materials: CCO, CCOC(=O)C1CCN(c2cc(Nc3cnccn3)nc(NC(C)c3ccc(F)cc3)n2)CC1, [Na+], [OH-]. Product: CC(Nc1nc(Nc2cnccn2)cc(N2CCC(C(=O)O)CC2)n1)c1ccc(F)cc1. Reaction SMILES: [CH3:37][CH2:38][OH:39].[F:1][c:2]1[cH:3][cH:4][c:5]([CH:8]([CH3:9])[NH:10][c:11]2[n:12][c:13]([NH:28][c:29]3[n:30][cH:31][cH:32][n:33][cH:34]3)[cH:14][c:15]([N:17]3[CH2:18][CH2:19][CH:20]([C:23](=[O:24])[O:25][CH2:26][CH3:27])[CH2:21][CH2:22]3)[n:16]2)[cH:6][cH:7]1.[Na+:36].[OH-:35]>>[F:1][c:2]1[cH:3][cH:4][c:5]([CH:8]([CH3:9])[NH:10][c:11]2[n:12][c:13]([NH:28][c:29]3[n:30][cH:31][cH:32][n:33][cH:34]3)[cH:14][c:15]([N:17]3[CH2:18][CH2:19][CH:20]([C:23](=[O:24])[OH:25])[CH2:21][CH2:22]3)[n:16]2)[cH:6][cH:7]1.